From a dataset of the Open Reaction Database (ORD), a public repository of structured organic reaction records. describe an organic reaction: reactants, conditions, products, and yield Starting materials: Cc1ccc(Br)c2ccccc12, O=C([O-])[O-], Cl, Cl[Cu], [Cu], [K+], [K+], Oc1ccccc1, c1ccncc1. The product is Cc1ccc(Oc2ccccc2)c2ccccc12. Reaction SMILES: [Br:1][c:2]1[cH:3][cH:4][c:5]([CH3:12])[c:6]2[cH:7][cH:8][cH:9][cH:10][c:11]12.[C:20](=[O:21])([O-:22])[O-:23].[ClH:26].[Cu:27][Cl:28].[Cu:29].[K+:24].[K+:25].[OH:13][c:14]1[cH:15][cH:16][cH:17][cH:18][cH:19]1.[cH:30]1[cH:31][cH:32][n:33][cH:34][cH:35]1>>[c:2]1([O:13][c:14]2[cH:15][cH:16][cH:17][cH:18][cH:19]2)[cH:3][cH:4][c:5]([CH3:12])[c:6]2[cH:7][cH:8][cH:9][cH:10][c:11]12. The reactants are C1CCC2OC2CC1, Cl, Nc1ccc(Cl)c(Cl)c1. Yields the product Cl, OC1CCCCCC1Nc1ccc(Cl)c(Cl)c1. Reaction SMILES: [CH:10]12[CH:11]([CH2:12][CH2:13][CH2:14][CH2:15][CH2:16]1)[O:17]2.[ClH:18].[NH2:1][c:2]1[cH:3][cH:4][c:5]([Cl:6])[c:7]([Cl:8])[cH:9]1>>[ClH:18].[NH:1]([c:2]1[cH:3][cH:4][c:5]([Cl:6])[c:7]([Cl:8])[cH:9]1)[CH:10]1[CH:11]([OH:17])[CH2:12][CH2:13][CH2:14][CH2:15][CH2:16]1. The reactants are BrC=1C=NC=2N(C1)N=C(C2)C(=O)O (6-bromo-pyrazolo[1,5-a]pyrimidine-2-carboxylic acid), CC1NCCC=2C=CC(C12)(C)C (1,7,7-trimethyl-2,3,4,7-tetrahydro-1H-[2]pyrindine). Product: BrC=1C=NC=2N(C1)N=C(C2)C(=O)N2C(C=1C(C=CC1CC2)(C)C)C ((6-Bromo-pyrazolo[1,5-a]pyrimidin-2-yl)-(1,7,7-trimethyl-1,3,4,7-tetrahydro-[2]pyrindin-2-yl)-methanone). RXN SMILES: [Br:1][C:2]1[CH:3]=[N:4][C:5]2[N:6]([N:8]=[C:9]([C:11]([OH:13])=O)[CH:10]=2)[CH:7]=1.[CH3:14][CH:15]1[C:23]2[C:22]([CH3:25])([CH3:24])[CH:21]=[CH:20][C:19]=2[CH2:18][CH2:17][NH:16]1>>[Br:1][C:2]1[CH:3]=[N:4][C:5]2[N:6]([N:8]=[C:9]([C:11]([N:16]3[CH2:17][CH2:18][C:19]4[CH:20]=[CH:21][C:22]([CH3:25])([CH3:24])[C:23]=4[CH:15]3[CH3:14])=[O:13])[CH:10]=2)[CH:7]=1. Reported procedure: In close analogy to the procedure described in Example 1, 6-bromo-pyrazolo[1,5-a]pyrimidine-2-carboxylic acid is reacted with 1,7,7-trimethyl-2,3,4,7-tetrahydro-1H-[2]pyrindine to provide the title compound.